From a dataset of the Open Reaction Database (ORD), a public repository of structured organic reaction records. describe an organic reaction: reactants, conditions, products, and yield Starting materials: O=C([O-])[O-], ClCCl, CC(C)(C)OC(=O)Nc1ccc(CN2OCC(C)(C)C2=O)c(Cl)c1, [K+], [K+], O, O=C(O)C(F)(F)F. Product: CC1(C)CON(Cc2ccc(N)cc2Cl)C1=O. RXN SMILES: [C:33](=[O:34])([O-:35])[O-:36].[CH2:39]([Cl:40])[Cl:41].[Cl:1][c:2]1[c:3]([CH2:16][N:17]2[O:18][CH2:19][C:20]([CH3:23])([CH3:24])[C:21]2=[O:22])[cH:4][cH:5][c:6]([NH:8][C:9]([O:10][C:11]([CH3:12])([CH3:13])[CH3:14])=[O:15])[cH:7]1.[K+:37].[K+:38].[OH2:32].[OH:25][C:26]([C:27]([F:28])([F:29])[F:30])=[O:31]>>[Cl:1][c:2]1[c:3]([CH2:16][N:17]2[O:18][CH2:19][C:20]([CH3:23])([CH3:24])[C:21]2=[O:22])[cH:4][cH:5][c:6]([NH2:8])[cH:7]1.